From a dataset of the Open Reaction Database (ORD), a public repository of structured organic reaction records. describe an organic reaction: reactants, conditions, products, and yield Starting materials: C1CCOC1, [Li]CCCC, CCCCCC, CCOC(C)=O, O=C(Cl)Oc1ccc([N+](=O)[O-])cc1, CC(C)(O)C(F)(F)F. Yields the product CC(C)(OC(=O)Oc1ccc([N+](=O)[O-])cc1)C(F)(F)F. Reaction SMILES: [CH2:27]1[O:28][CH2:29][CH2:30][CH2:31]1.[CH2:9]([Li:10])[CH2:11][CH2:12][CH3:13].[CH3:32][CH2:33][CH2:34][CH2:35][CH2:36][CH3:37].[CH3:38][CH2:39][O:40][C:41](=[O:42])[CH3:43].[Cl:14][C:15](=[O:16])[O:17][c:18]1[cH:19][cH:20][c:21]([N+:24](=[O:25])[O-:26])[cH:22][cH:23]1.[F:1][C:2]([C:3]([CH3:4])([OH:5])[CH3:6])([F:7])[F:8]>>[F:1][C:2]([C:3]([CH3:4])([O:5][C:15](=[O:16])[O:17][c:18]1[cH:19][cH:20][c:21]([N+:24](=[O:25])[O-:26])[cH:22][cH:23]1)[CH3:6])([F:7])[F:8]. Starting materials: [N+](=O)([O-])C1=CC=C(C=C1)C1N(C(CC1)C1=CC=C(C=C1)[N+](=O)[O-])C1=CC=C(C=C1)C=1C=CC(=NC1)N(C)C (5-(4-(2,5-bis(4-nitrophenyl)pyrrolidin-1-yl)phenyl)-N,N-dimethylpyridin-2-amine), C(C)O (ethanol). The reagents and catalysts are [Pt](=O)=O (platinum (IV) oxide). Solvent: C1CCOC1 (THF). The product is CN(C1=CC=C(C=N1)C1=CC=C(C=C1)N1C(CCC1C1=CC=C(N)C=C1)C1=CC=C(N)C=C1)C (4,4′-(1-(4-(6-(dimethylamino)pyridin-3-yl)phenyl)pyrrolidine-2,5-diyl)dianiline). As a reaction SMILES: [N+:1]([C:4]1[CH:9]=[CH:8][C:7]([CH:10]2[CH2:14][CH2:13][CH:12]([C:15]3[CH:20]=[CH:19][C:18]([N+:21]([O-])=O)=[CH:17][CH:16]=3)[N:11]2[C:24]2[CH:29]=[CH:28][C:27]([C:30]3[CH:31]=[CH:32][C:33]([N:36]([CH3:38])[CH3:37])=[N:34][CH:35]=3)=[CH:26][CH:25]=2)=[CH:6][CH:5]=1)([O-])=O.C(O)C>C1COCC1.[Pt](=O)=O>[CH3:37][N:36]([CH3:38])[C:33]1[N:34]=[CH:35][C:30]([C:27]2[CH:26]=[CH:25][C:24]([N:11]3[CH:12]([C:15]4[CH:20]=[CH:19][C:18]([NH2:21])=[CH:17][CH:16]=4)[CH2:13][CH2:14][CH:10]3[C:7]3[CH:6]=[CH:5][C:4]([NH2:1])=[CH:9][CH:8]=3)=[CH:29][CH:28]=2)=[CH:31][CH:32]=1. Reported procedure: The product from Example 99A (26.8 mg, 0.053 mmole) was dissolved in THF (526 L) in a round bottom flask to which was subsequently added ethanol (526 L) resulting in a yellow precipitate. To this suspension was added platinum (IV) oxide (3.16 mg, 0.014 mmole). The flask was capped with a septum and the contents vacuum degassed three times. Hydrogen was introduced via a balloon and the mixture allowed to stir at room temperature for two and one half hours. The reaction mixture was vacuum filtered... Reactants: C(C)OC(COC1=C(C=C(C=C1)NC)CCCOC)=O ([2-(3-methoxy-propyl)-4-methylamino-phenoxy]-acetic acid ethyl ester), ClCC=1C(=NC(=CC1)C1=CC=C(C=C1)C(F)(F)F)C (3-chloromethyl-2-methyl-6-(4-trifluoromethyl-phenyl)-pyridine), 1K, [H-].[Na+] (NaH), [Na+].[I-] (NaI). Run in CN(C)C=O (DMF). Reaction conditions: time 0.5 hour. Yields the product C(C)OC(COC1=C(C=C(C=C1)N(CC=1C(=NC(=CC1)C1=CC=C(C=C1)C(F)(F)F)C)C)CCCOC)=O ((2-(3-Methoxy-propyl)-4-{methyl-[2-methyl-6-(4-trifluoromethyl-phenyl)-pyridin-3-ylmethyl]-amino}-phenoxy)-acetic acid ethyl ester). Reaction SMILES: [CH2:1]([O:3][C:4](=[O:20])[CH2:5][O:6][C:7]1[CH:12]=[CH:11][C:10]([NH:13][CH3:14])=[CH:9][C:8]=1[CH2:15][CH2:16][CH2:17][O:18][CH3:19])[CH3:2].[H-].[Na+].[Na+].[I-].Cl[CH2:26][C:27]1[C:28]([CH3:43])=[N:29][C:30]([C:33]2[CH:38]=[CH:37][C:36]([C:39]([F:42])([F:41])[F:40])=[CH:35][CH:34]=2)=[CH:31][CH:32]=1>CN(C=O)C>[CH2:1]([O:3][C:4](=[O:20])[CH2:5][O:6][C:7]1[CH:12]=[CH:11][C:10]([N:13]([CH3:14])[CH2:26][C:27]2[C:28]([CH3:43])=[N:29][C:30]([C:33]3[CH:38]=[CH:37][C:36]([C:39]([F:42])([F:41])[F:40])=[CH:35][CH:34]=3)=[CH:31][CH:32]=2)=[CH:9][C:8]=1[CH2:15][CH2:16][CH2:17][O:18][CH3:19])[CH3:2] |f:1.2,3.4|. Procedure details: To 0.102 g (0.36 mmol) of the above prepared [2-(3-methoxy-propyl)-4-methylamino-phenoxy]-acetic acid ethyl ester, dissolved in 1.4 ml of abs. DMF, were added successively at 0° C. 0.017 g of NaH (60% in mineral oil, 1.2 eq.), 0.054 g (1 eq.) of NaI and 0.100 g (1 eq.) of 3-chloromethyl-2-methyl-6-(4-trifluoromethyl-phenyl)-pyridine (see below 1K]). The reaction was allowed to proceed for 5 Min. at 0° C. and for 0.5 h at ambient temperature. Pouring onto crashed ice/KHSO4, twofold extraction wit... Reactants: O=C(n1ccnc1)n1ccnc1, CCOC(=O)CNCc1c(C)cccc1N, C1CCOC1. Product: CCOC(=O)CN1Cc2c(C)cccc2NC1=O. RXN SMILES: [C:17](=[O:18])([n:19]1[cH:20][cH:21][n:22][cH:23]1)[n:24]1[cH:25][cH:26][n:27][cH:28]1.[CH2:1]([CH3:2])[O:3][C:4]([CH2:5][NH:6][CH2:7][c:8]1[c:9]([NH2:15])[cH:10][cH:11][cH:12][c:13]1[CH3:14])=[O:16].[O:29]1[CH2:30][CH2:31][CH2:32][CH2:33]1>>[CH2:1]([CH3:2])[O:3][C:4]([CH2:5][N:6]1[CH2:7][c:8]2[c:9]([cH:10][cH:11][cH:12][c:13]2[CH3:14])[NH:15][C:17]1=[O:18])=[O:16]. The reactants are C(C)OC(C1=C(C=CC=C1)CCC(=O)NC1=CC(=CC=C1)\C=C\C=1SC=C(N1)C1CCC1)=O ((E)-2-[3-[3-[2-[4-(cyclobutyl)-2-thiazolyl]ethenyl]phenylamino]-3-oxopropyl]benzoic acid ethyl ester), O.[OH-].[Li+] (lithium hydroxide monohydrate), O1CCCCC1 (tetrahydropyran), CO (methanol). The solvent is O (water). Run at time 20 hour. Yields the product C1(CCC1)C=1N=C(SC1)/C=C/C=1C=C(C=CC1)NC(CCC1=C(C(=O)O)C=CC=C1)=O ((E)-2-[3-[3-[2-[4-(Cyclobutyl)-2-thiazolyl]ethenyl]phenylamino]-3-oxopropyl]benzoic acid). As a reaction SMILES: C([O:3][C:4](=[O:33])[C:5]1[CH:10]=[CH:9][CH:8]=[CH:7][C:6]=1[CH2:11][CH2:12][C:13]([NH:15][C:16]1[CH:21]=[CH:20][CH:19]=[C:18](/[CH:22]=[CH:23]/[C:24]2[S:25][CH:26]=[C:27]([CH:29]3[CH2:32][CH2:31][CH2:30]3)[N:28]=2)[CH:17]=1)=[O:14])C.O1CCCCC1.CO.O.[OH-].[Li+]>O>[CH:29]1([C:27]2[N:28]=[C:24](/[CH:23]=[CH:22]/[C:18]3[CH:17]=[C:16]([NH:15][C:13](=[O:14])[CH2:12][CH2:11][C:6]4[CH:7]=[CH:8][CH:9]=[CH:10][C:5]=4[C:4]([OH:33])=[O:3])[CH:21]=[CH:20][CH:19]=3)[S:25][CH:26]=2)[CH2:32][CH2:31][CH2:30]1 |f:3.4.5|. Procedure details: A solution composed of 0.457 g of (E)-2-[3-[3-[2-[4-(cyclobutyl)-2-thiazolyl]ethenyl]phenylamino]-3-oxopropyl]benzoic acid ethyl ester, 25 ml of tetrahydropyran, 8 ml of methanol, 8 ml of water and 0.282 g of lithium hydroxide monohydrate was allowed to stand at room temperature for 20 hr. The solvents were removed by rotary evaporation and the residual materials were taken up in 30 ml of water. Addition of excess acetic acid caused the precipitation of 0.42 g of (E)-2-[3-[3-[2-[4-(cyclobutyl)-2... The reactants are BrC1=CC(=C(N)C=C1)[N+](=O)[O-] (4-Bromo-2-nitroaniline), FC(C1=C(C=CC=C1)B(O)O)(F)F (2-trifluoromethylphenylboronic acid), C(Cl)Cl (DCM). Reagents/catalysts: C1=CC=C(C=C1)P([C-]2C=CC=C2)C3=CC=CC=C3.C1=CC=C(C=C1)P([C-]2C=CC=C2)C3=CC=CC=C3.Cl[Pd]Cl.[Fe+2] ((dppf)PdCl2). Reaction conditions: temperature 90 celsius, time 16 hour. The product is [N+](=O)([O-])C=1C=C(C=CC1N)C1=C(C=CC=C1)C(F)(F)F (3-Nitro-2′-trifluoromethyl-biphenyl-4-ylamine). The yield is 97.1%. As a reaction SMILES: Br[C:2]1[CH:8]=[CH:7][C:5]([NH2:6])=[C:4]([N+:9]([O-:11])=[O:10])[CH:3]=1.[F:12][C:13]([F:24])([F:23])[C:14]1[CH:19]=[CH:18][CH:17]=[CH:16][C:15]=1B(O)O.C(Cl)Cl>C1C=CC(P(C2C=CC=CC=2)[C-]2C=CC=C2)=CC=1.C1C=CC(P(C2C=CC=CC=2)[C-]2C=CC=C2)=CC=1.Cl[Pd]Cl.[Fe+2]>[N+:9]([C:4]1[CH:3]=[C:2]([C:15]2[CH:16]=[CH:17][CH:18]=[CH:19][C:14]=2[C:13]([F:24])([F:23])[F:12])[CH:8]=[CH:7][C:5]=1[NH2:6])([O-:11])=[O:10] |f:3.4.5.6|. Procedure: 4-Bromo-2-nitroaniline (10.1 g, 46.7 mmol), 2-trifluoromethylphenylboronic acid (1.3 eq., 11.5 g, 60.7 mmol), and (dppf)PdCl2.DCM (0.05 eq., 1.91 g, 2.34 mmol) were placed in a 500 mL round-bottom flask equipped with a magnetic stir bar. The vial was evacuated and backflushed with Ar, and DME (180 mL) and 2M aq Na2 CO3 (60 mL) were added via syringe. The flask was capped tightly, and the reaction was stirred at 90° C. for 16 h. The reaction was cooled to RT, diluted with EtOAc, and washed sequen...